Dataset: the Open Reaction Database (ORD), a public repository of structured organic reaction records. Task: describe an organic reaction: reactants, conditions, products, and yield Reaction conditions: temperature 100 celsius, time 3 hour. Procedure details: 2-(Imidazo[1,5-a]pyridin-3-yl)acetonitrile (4.65 g) was dissolved in acetic acid (26 ml). To the solution was added 50%(v/v) sulfuric acid (52 ml), and the mixture was stirred for 3 hours at 100° C., followed by distilling off acetic acid under reduced pressure. To the residue was added, in limited amounts, sodium hydrogencarbonate, and the mixture was concentrated to dryness. To the residue was added methanol (200 ml), then insolubles were filtered off. To the filtrate was added a 4N HCl ethyl ... Product: C=1N=C(N2C1C=CC=C2)CC(=O)OC (Methyl 2-(imidazo[1,5-a]pyridin-3-yl)acetate). Starting materials: C=1N=C(N2C1C=CC=C2)CC#N (2-(Imidazo[1,5-a]pyridin-3-yl)acetonitrile), C(C)(=O)O (acetic acid), S(O)(O)(=O)=O (sulfuric acid). As a reaction SMILES: [CH:1]1[N:2]=[C:3]([CH2:10][C:11]#N)[N:4]2[CH:9]=[CH:8][CH:7]=[CH:6][C:5]=12.S(=O)(=O)(O)[OH:14].[C:18](O)(=[O:20])C>>[CH:1]1[N:2]=[C:3]([CH2:10][C:11]([O:20][CH3:18])=[O:14])[N:4]2[CH:9]=[CH:8][CH:7]=[CH:6][C:5]=12. Starting materials: ClC=1C=C(C(=O)NC2CC2)C=C(N1)OC (2-chloro-N-cyclopropyl-6-methoxyisonicotinamide), COC/C=C/B1OC(C(O1)(C)C)(C)C (2-[(1E)-3-methoxyprop-1-en-1-yl]-4,4,5,5-tetramethyl-1,3,2-dioxaborolane), C1(=CC=CC=C1)P(C1=CC=CC=C1)C1=CC=CC=C1 (triphenylphosphine), C([O-])([O-])=O.[Na+].[Na+] (sodium carbonate). Reagents/catalysts: [Pd](Br)Br (palladium bromide). Run in CN(C)C=O (DMF). Conditions: temperature 100 celsius. The product is C1(CC1)NC(C1=CC(=NC(=C1)\C=C\COC)OC)=O (N-Cyclopropyl-2-methoxy-6-[(1E)-3-methoxyprop-1-en-1-yl]isonicotinamide). RXN SMILES: Cl[C:2]1[CH:3]=[C:4]([CH:11]=[C:12]([O:14][CH3:15])[N:13]=1)[C:5]([NH:7][CH:8]1[CH2:10][CH2:9]1)=[O:6].[CH3:16][O:17][CH2:18]/[CH:19]=[CH:20]/B1OC(C)(C)C(C)(C)O1.C1(P(C2C=CC=CC=2)C2C=CC=CC=2)C=CC=CC=1.C(=O)([O-])[O-].[Na+].[Na+]>CN(C=O)C.[Pd](Br)Br>[CH:8]1([NH:7][C:5](=[O:6])[C:4]2[CH:3]=[C:2](/[CH:20]=[CH:19]/[CH2:18][O:17][CH3:16])[N:13]=[C:12]([O:14][CH3:15])[CH:11]=2)[CH2:10][CH2:9]1 |f:3.4.5|. Reported procedure: To a solution of 2-chloro-N-cyclopropyl-6-methoxyisonicotinamide from the previous step (1 eq.) in DMF (0.3 M) was added (2-[(1E)-3-methoxyprop-1-en-1-yl]-4,4,5,5-tetramethyl-1,3,2-dioxaborolane (1 eq.), palladium bromide (5% loading), triphenylphosphine (10% loading) and sodium carbonate (2 M aqueous solution, 3 eq.). The resulting suspension was heated at 100° C. for 7 h. The reaction mixture was quenched with water and extracted with ether. The combined organic extracts were washed with sat. ... The reactants are 109, CC1=CC(=CC2=C1CCC(O2)C(=O)O)C (3,4-dihydro-5,7-dimethyl-2H-1-benzopyran-2-carboxylic acid), B (borane), S(C)C (thiobismethane), 24, CO (methanol). Run in O1CCCC1 (tetrahydrofuran), O1CCCC1 (tetrahydrofuran). The product is CC1=CC(=CC2=C1CCC(O2)CO)C (3,4-dihydro-5,7-dimethyl-2H-1-benzopyran-2-methanol), intermediate 16. Isolated yield 96.0%. Reaction SMILES: [CH3:1][C:2]1[C:7]2[CH2:8][CH2:9][CH:10]([C:12](O)=[O:13])[O:11][C:6]=2[CH:5]=[C:4]([CH3:15])[CH:3]=1.B.S(C)C.CO>O1CCCC1>[CH3:1][C:2]1[C:7]2[CH2:8][CH2:9][CH:10]([CH2:12][OH:13])[O:11][C:6]=2[CH:5]=[C:4]([CH3:15])[CH:3]=1. Reported procedure: To a stirred mixture of 109 parts of 3,4-dihydro-5,7-dimethyl-2H-1-benzopyran-2-carboxylic acid in 135 parts of tetrahydrofuran were added, during a period of 20 minutes, 292 parts of a solution of borane, compound with thiobismethane, in tetrahydrofuran 2M (foaming). The whole was stirred and refluxed for 2 hours. The mixture was decomposed by the addition of 24 parts of methanol. After stirring for 10 minutes at reflux temperature, the solvent was distilled off. Water was added to the residue.... Reaction SMILES: [B-:30]([F:31])([F:32])([F:33])[F:34].[CH:52]([N:53]([CH2:54][CH3:55])[CH:56]([CH3:57])[CH3:58])([CH3:59])[CH3:60].[Cl:1][c:2]1[c:3]([C:4](=[O:5])[OH:6])[cH:7][c:8]([Cl:11])[cH:9][n:10]1.[ClH:12].[cH:13]1[c:14]([CH2:23][CH2:24][O:25][CH2:26][C:27](=[NH:28])[NH2:29])[cH:15][cH:16][c:17]2[cH:18][cH:19][cH:20][cH:21][c:22]12.[n:35]1([O:36][C:37]([N:38]([CH3:39])[CH3:40])=[N+:41]([CH3:42])[CH3:43])[c:44]2[cH:45][cH:46][cH:47][cH:48][c:49]2[n:50][n:51]1>>[Cl:1][c:2]1[c:3]([C:4](=[O:6])[NH:29][C:27]([CH2:26][O:25][CH2:24][CH2:23][c:14]2[cH:13][c:22]3[c:17]([cH:16][cH:15]2)[cH:18][cH:19][cH:20][cH:21]3)=[NH:28])[cH:7][c:8]([Cl:11])[cH:9][n:10]1. Yields the product N=C(COCCc1ccc2ccccc2c1)NC(=O)c1cc(Cl)cnc1Cl. The reactants are F[B-](F)(F)F, CCN(C(C)C)C(C)C, O=C(O)c1cc(Cl)cnc1Cl, Cl, N=C(N)COCCc1ccc2ccccc2c1, CN(C)C(On1nnc2ccccc21)=[N+](C)C. Reactants: N (ammonia), ClC1=CC(=NC=2N1N=C(N2)SC)C (7-chloro-5-methyl-2-(methylthio)[1,2,4]triazolo[1,5-a]pyrimidine), ClC1=CC(=NC=2N1N=C(N2)SC)C (7-chloro-5-methyl-2-(methylthio)[1,2,4]triazolo[1,5-a]pyrimidine), NC1=CC(=C(C=C1)C(F)(F)F)F (4-amino-2-fluorobenzotrifluoride). Run in C(C)O (ethanol). Reaction conditions: time 2 hour. The product is FC=1C=C(C=CC1C(F)(F)F)NC1=CC(=NC=2N1N=C(N2)SC)C (N-[3-fluoro-4-(trifluoromethyl)phenyl]-5-methyl-2-(methylthio)[1,2,4]triazolo[1,5-a]pyrimidin-7-amine). As a reaction SMILES: Cl[C:2]1[N:7]2[N:8]=[C:9]([S:11][CH3:12])[N:10]=[C:6]2[N:5]=[C:4]([CH3:13])[CH:3]=1.[NH2:14][C:15]1[CH:20]=[CH:19][C:18]([C:21]([F:24])([F:23])[F:22])=[C:17]([F:25])[CH:16]=1.N>C(O)C>[F:25][C:17]1[CH:16]=[C:15]([NH:14][C:2]2[N:7]3[N:8]=[C:9]([S:11][CH3:12])[N:10]=[C:6]3[N:5]=[C:4]([CH3:13])[CH:3]=2)[CH:20]=[CH:19][C:18]=1[C:21]([F:23])([F:24])[F:22]. Reported procedure: To a suspension of 7-chloro-5-methyl-2-(methylthio)[1,2,4]triazolo[1,5-a]pyrimidine (Intermediate 8 (0.3 g, 1.397 mmol)) in ethanol (5 mL), 4-amino-2-fluorobenzotrifluoride (ALFAAESAR, 0.25 g, 1.397 mmol) was added and the mixture was stirred at room temperature for 2 h. Anhydrous ammonia (0.2 mL, 1.397 mmol) was added and solvent was removed in vacuo. The residue was purified by flash chromatography (Si, eluting with Hexane/EtOAc mixtures form 95:5 to 40:60%) to yield the title compound as a wh... Reactants: CCOCC, ClC(Cl)Cl, CCCc1c(C(=O)NC2CC2)nnn1-c1ccc(N)cc1, O=C1CCC(=O)O1. Product: CCCc1c(C(=O)NC2CC2)nnn1-c1ccc(NC(=O)CCC(=O)O)cc1. RXN SMILES: [CH3:29][CH2:30][O:31][CH2:32][CH3:33].[CH:34]([Cl:35])([Cl:36])[Cl:37].[NH2:1][c:2]1[cH:3][cH:4][c:5](-[n:8]2[n:9][n:10][c:11]([C:16](=[O:17])[NH:18][CH:19]3[CH2:20][CH2:21]3)[c:12]2[CH2:13][CH2:14][CH3:15])[cH:6][cH:7]1.[O:22]=[C:23]1[CH2:24][CH2:25][C:26](=[O:27])[O:28]1>>[NH:1]([c:2]1[cH:3][cH:4][c:5](-[n:8]2[n:9][n:10][c:11]([C:16](=[O:17])[NH:18][CH:19]3[CH2:20][CH2:21]3)[c:12]2[CH2:13][CH2:14][CH3:15])[cH:6][cH:7]1)[C:26]([CH2:25][CH2:24][C:23](=[O:22])[OH:28])=[O:27]. Reactants: ClC1=CC(=NC=N1)NC1=CC2=C(NC(=N2)C)C(=C1)C ((6-chloro-pyrimidin-4-yl)-(2,7-dimethyl-1H-benzimidazol-5-yl)-amine), N1CCC(CC1)N1C(NC2=C1C=NC=1C=CC=CC21)=O (3-piperidin-4-yl-1,3-dihydro-imidazo[4,5-c]quinolin-2-one), CCN(C(C)C)C(C)C (DIPEA). The solvent is CN(C)C=O (DMF), CO (MeOH). The product is CC1=NC2=C(N1)C(=CC(=C2)NC2=CC(=NC=N2)N2CCC(CC2)N2C(NC1=C2C=NC=2C=CC=CC12)=O)C (3-{1-[6-(2,7-dimethyl-1H-benzimidazol-5-ylamino)-pyrimidin-4-yl]-piperidin-4-yl}-1,3-di-hydro-imidazo[4,5-c]quinolin-2-one). As a reaction SMILES: Cl[C:2]1[N:7]=[CH:6][N:5]=[C:4]([NH:8][C:9]2[CH:18]=[C:17]([CH3:19])[C:12]3[NH:13][C:14]([CH3:16])=[N:15][C:11]=3[CH:10]=2)[CH:3]=1.[NH:20]1[CH2:25][CH2:24][CH:23]([N:26]2[C:30]3[CH:31]=[N:32][C:33]4[CH:34]=[CH:35][CH:36]=[CH:37][C:38]=4[C:29]=3[NH:28][C:27]2=[O:39])[CH2:22][CH2:21]1.CCN(C(C)C)C(C)C>CN(C=O)C.CO>[CH3:16][C:14]1[NH:13][C:12]2[C:17]([CH3:19])=[CH:18][C:9]([NH:8][C:4]3[N:5]=[CH:6][N:7]=[C:2]([N:20]4[CH2:21][CH2:22][CH:23]([N:26]5[C:30]6[CH:31]=[N:32][C:33]7[CH:34]=[CH:35][CH:36]=[CH:37][C:38]=7[C:29]=6[NH:28][C:27]5=[O:39])[CH2:24][CH2:25]4)[CH:3]=3)=[CH:10][C:11]=2[N:15]=1. Procedure details: 150 mg (0.548 mmol) (6-chloro-pyrimidin-4-yl)-(2,7-dimethyl-1H-benzimidazol-5-yl)-amine, 150 mg (0.559 mmol) 3-piperidin-4-yl-1,3-dihydro-imidazo[4,5-c]quinolin-2-one and 1.00 mL (5.81 mmol) DIPEA were refluxed in 1.0 mL DMF. After the reaction had ended the reaction mixture was diluted with MeOH and purified by preparative HPLC. The product-containing fractions were combined and freeze-dried.